From a dataset of the Open Reaction Database (ORD), a public repository of structured organic reaction records. describe an organic reaction: reactants, conditions, products, and yield The reactants are C1=NC=CC2=C1C(CC2)CC#N (6,7-dihydro-5H-cyclopenta[c]pyridin-7-ylacetonitrile), NOC1=C(C=C(C=C1)[N+](=O)[O-])[N+](=O)[O-] (1-(aminooxy)-2,4-dinitrobenzene), C(C#CCC)(=O)OCC (ethyl 2-pentynoate), C([O-])([O-])=O.[K+].[K+] (potassium carbonate). Solvent: C(C)#N (acetonitrile), O (water). Reaction conditions: temperature 40 celsius, time 16 hour. Yields the product C(#N)CC1CCC2=C1C=1N(C=C2)N=C(C1C(=O)OCC)CC (ethyl 9-(cyanomethyl)-2-ethyl-8,9-dihydro-7H-cyclopenta[c]pyrazolo[1,5-a]pyridine-1-carboxylate). The yield is 32.2%. As a reaction SMILES: [CH:1]1[C:6]2[CH:7]([CH2:10][C:11]#[N:12])[CH2:8][CH2:9][C:5]=2[CH:4]=[CH:3][N:2]=1.[NH2:13]OC1C=CC([N+]([O-])=O)=CC=1[N+]([O-])=O.[C:27]([O:33][CH2:34][CH3:35])(=[O:32])[C:28]#[C:29][CH2:30][CH3:31].C(=O)([O-])[O-].[K+].[K+]>C(#N)C.O>[C:11]([CH2:10][CH:7]1[C:6]2[C:1]3[N:2]([N:13]=[C:29]([CH2:30][CH3:31])[C:28]=3[C:27]([O:33][CH2:34][CH3:35])=[O:32])[CH:3]=[CH:4][C:5]=2[CH2:9][CH2:8]1)#[N:12] |f:3.4.5|. Procedure details: To a solution of 6,7-dihydro-5H-cyclopenta[c]pyridin-7-ylacetonitrile (1.77 g, 11.2 mmol) in acetonitrile (22 mL) was added 1-(aminooxy)-2,4-dinitrobenzene (5.00 g, 25.1 mmol), and the mixture was stirred at 40° C. for 16 hr. The solvent was evaporated under reduced pressure. Half of the residue was dissolved in dimethylformamide (22 mL), ethyl 2-pentynoate (886 μL, 6.72 mmol) and potassium carbonate (1.55 g, 11.2 mmol) were added, and the mixture was stirred at room temperature for 16 hr. The r...